From a dataset of the Open Reaction Database (ORD), a public repository of structured organic reaction records. describe an organic reaction: reactants, conditions, products, and yield Starting materials: [Cl-].COC[P+](C1=CC=CC=C1)(C1=CC=CC=C1)C1=CC=CC=C1 ([(methyloxy)methyl](triphenyl) phosphonium chloride), [Li]CCCC (BuLi), BrC=1C(=C(C=O)C=CC1)OC (3-bromo-2-(methyloxy)benzaldehyde). Run in C1CCOC1 (THF), C1CCOC1 (THF). Run at time 20 minute. Product: BrC1=C(C(=CC=C1)\C=C\OC)OC (1-bromo-2-(methyloxy)-3-[(E)-2-(methyloxy)ethenyl]benzene). Yield: 84.3%. As a reaction SMILES: [Cl-].[CH3:2][O:3][CH2:4][P+](C1C=CC=CC=1)(C1C=CC=CC=1)C1C=CC=CC=1.[Li]CCCC.[Br:29][C:30]1[C:31]([O:38][CH3:39])=[C:32]([CH:35]=[CH:36][CH:37]=1)[CH:33]=O>C1COCC1>[Br:29][C:30]1[CH:37]=[CH:36][CH:35]=[C:32](/[CH:33]=[CH:2]/[O:3][CH3:4])[C:31]=1[O:38][CH3:39] |f:0.1|. Procedure: In a dried three-necked flask, to a solution of [(methyloxy)methyl](triphenyl) phosphonium chloride (3.59 g, 10.46 mmol) in THF (20 mL) was added BuLi (3.91 mL, 9.77 mmol) dropwise at −78° C. After addition, the reaction mixture was stirred at room temperature for 20 min. Then the reaction mixture was cooled to −78° C. A solution of 3-bromo-2-(methyloxy)benzaldehyde (D99) (1.5 g, 6.98 mmol) in THF (5 mL) to the reaction mixture dropwise. After addition, the reaction mixture was stirred at −78° C...